From a dataset of the Open Reaction Database (ORD), a public repository of structured organic reaction records. describe an organic reaction: reactants, conditions, products, and yield Starting materials: CCOC(=O)/N=N/C(=O)OCC (diethylazodicarboxylate), resultant solution, [C@H]12[C@@H](O)C(O)=C(O)[C@H](O1)CO2 (1,6-anhydro-β-D-threo-hex-3-enopyranose), C1(=CC=CC=C1)P(C1=CC=CC=C1)C1=CC=CC=C1 (triphenyl phosphine), COC=1C=C(C(=O)O)C=C(C1)OC (3,5-dimethoxybenzoic acid). Solvent: C1CCOC1 (THF), C1CCOC1 (THF). Product: COC=1C=C(C(=O)O[C@H]2[C@H]3O[C@@H](C=C2)CO3)C=C(C1)OC (1,6-anhydro-3,4-dideoxy-2-O-(3,5-dimethoxybenzoyl)-β-D-erythro-hex-3-enopyranose). Yield: 83.8%. RXN SMILES: [C@@H:1]12[O:11][CH2:10][C@@H:8]([O:9]1)[C:6](O)=[C:4](O)[C@@H:2]2[OH:3].C1(P(C2C=CC=CC=2)C2C=CC=CC=2)C=CC=CC=1.[CH3:31][O:32][C:33]1[CH:34]=[C:35]([CH:39]=[C:40]([O:42][CH3:43])[CH:41]=1)[C:36](O)=[O:37].CCOC(/N=N/C(OCC)=O)=O>C1COCC1>[CH3:43][O:42][C:40]1[CH:39]=[C:35]([CH:34]=[C:33]([O:32][CH3:31])[CH:41]=1)[C:36]([O:3][C@@H:2]1[CH:4]=[CH:6][C@H:8]2[CH2:10][O:11][C@@H:1]1[O:9]2)=[O:37]. Procedure details: 1.28 g (10.0 mmol) of 1,6-anhydro-β-D-threo-hex-3-enopyranose, 5.25 g (20.0 mmol) of triphenyl phosphine, and 3.64 g (20.0 mmol) of 3,5-dimethoxybenzoic acid were added to 16 ml of dry THF, and a solution obtained by dissolving 3.48 g (20.0 mmol) of diethylazodicarboxylate in 16 ml of dry THF was gradually dropped in the above mixture in a nitrogen-sealed ice-water bath. The resultant solution was stirred at room temperature for 45 hours. The solvent was distilled from the reaction solution at a... Reactants: CCOC(=O)CSc1cnc(NC(=O)N(CC2CCCC2)c2ccc(F)c(F)c2F)s1, CCOC(=O)CSc1cnc(N)s1, CS(=O)(=O)c1ccc(N(CC2CCCC2)C(=O)Nc2nc(CC(=O)O)cs2)cc1, Fc1ccc(NCC2CCCC2)c(F)c1F. Product: O=C(O)CSc1cnc(NC(=O)N(CC2CCCC2)c2ccc(F)c(F)c2F)s1. Reaction SMILES: [CH2:1]([CH3:2])[O:3][C:4]([CH2:5][S:6][c:7]1[cH:8][n:9][c:10]([NH:12][C:13](=[O:14])[N:15]([c:16]2[c:17]([F:24])[c:18]([F:23])[c:19]([F:22])[cH:20][cH:21]2)[CH2:25][CH:26]2[CH2:27][CH2:28][CH2:29][CH2:30]2)[s:11]1)=[O:31].[CH2:77]([O:78][C:79](=[O:80])[CH2:81][S:82][c:83]1[s:84][c:85]([NH2:86])[n:87][cH:88]1)[CH3:89].[CH:32]1([CH2:33][N:34]([c:35]2[cH:36][cH:37][c:38]([S:39]([CH3:40])(=[O:41])=[O:42])[cH:43][cH:44]2)[C:45](=[O:46])[NH:47][c:48]2[s:49][cH:50][c:51]([CH2:52][C:53]([OH:54])=[O:55])[n:56]2)[CH2:57][CH2:58][CH2:59][CH2:60]1.[CH:61]1([CH2:62][NH:63][c:64]2[cH:65][cH:66][c:67]([F:68])[c:69]([F:70])[c:71]2[F:72])[CH2:73][CH2:74][CH2:75][CH2:76]1>>[O:3]=[C:4]([CH2:5][S:6][c:7]1[cH:8][n:9][c:10]([NH:12][C:13](=[O:14])[N:15]([c:16]2[c:17]([F:24])[c:18]([F:23])[c:19]([F:22])[cH:20][cH:21]2)[CH2:25][CH:26]2[CH2:27][CH2:28][CH2:29][CH2:30]2)[s:11]1)[OH:31]. As a reaction SMILES: [CH3:42][CH2:43][OH:44].[F:4][c:5]1[c:6]2[c:7](=[O:41])[c:8](-[c:33]3[cH:34][cH:35][c:36]([O:39][CH3:40])[cH:37][cH:38]3)[cH:9][n:10]([CH2:19][CH2:20][CH2:21][N:22]3[C:23](=[O:24])[c:25]4[c:26]([cH:27][cH:28][cH:29][cH:30]4)[C:31]3=[O:32])[c:11]2[c:12]([O:15][CH2:16][CH2:17][CH3:18])[cH:13][cH:14]1.[NH2:2][NH2:3].[OH2:1]>>[F:4][c:5]1[c:6]2[c:7](=[O:41])[c:8](-[c:33]3[cH:34][cH:35][c:36]([O:39][CH3:40])[cH:37][cH:38]3)[cH:9][n:10]([CH2:19][CH2:20][CH2:21][NH2:22])[c:11]2[c:12]([O:15][CH2:16][CH2:17][CH3:18])[cH:13][cH:14]1. Reactants: CCO, CCCOc1ccc(F)c2c(=O)c(-c3ccc(OC)cc3)cn(CCCN3C(=O)c4ccccc4C3=O)c12, NN, O. The product is CCCOc1ccc(F)c2c(=O)c(-c3ccc(OC)cc3)cn(CCCN)c12. Starting materials: CS(=O)(=O)Cl, ClCCl, Cl, Cc1ccc2c(c1)c(=O)c1c(cnn1C)n2CCCN, c1ccncc1. Product: Cc1ccc2c(c1)c(=O)c1c(cnn1C)n2CCCNS(C)(=O)=O. Reaction SMILES: [CH3:28][S:29]([Cl:30])(=[O:31])=[O:32].[Cl:33][CH2:34][Cl:35].[ClH:1].[NH2:2][CH2:3][CH2:4][CH2:5][n:6]1[c:7]2[c:8]([c:9](=[O:17])[c:10]3[cH:11][c:12]([CH3:16])[cH:13][cH:14][c:15]13)[n:18]([CH3:21])[n:19][cH:20]2.[cH:22]1[cH:23][cH:24][n:25][cH:26][cH:27]1>>[NH:2]([CH2:3][CH2:4][CH2:5][n:6]1[c:7]2[c:8]([c:9](=[O:17])[c:10]3[cH:11][c:12]([CH3:16])[cH:13][cH:14][c:15]13)[n:18]([CH3:21])[n:19][cH:20]2)[S:29]([CH3:28])(=[O:31])=[O:32]. Reactants: NC=1C=C(CC2CCN(CC2)C(=O)OC(C)(C)C)C=CC1 (tert-Butyl 4-(3-aminobenzyl)piperidine-1-carboxylate), FC(C(=O)O)(F)F (Trifluoroacetic acid). The solvent is ClCCl (dichloromethane). Run at time 1 hour. Product: N1CCC(CC1)CC=1C=C(N)C=CC1 (3-(piperidin-4-ylmethyl)aniline). The yield is 109.6%. RXN SMILES: [NH2:1][C:2]1[CH:3]=[C:4]([CH:19]=[CH:20][CH:21]=1)[CH2:5][CH:6]1[CH2:11][CH2:10][N:9](C(OC(C)(C)C)=O)[CH2:8][CH2:7]1.FC(F)(F)C(O)=O>ClCCl>[NH:9]1[CH2:10][CH2:11][CH:6]([CH2:5][C:4]2[CH:3]=[C:2]([CH:21]=[CH:20][CH:19]=2)[NH2:1])[CH2:7][CH2:8]1. Procedure details: tert-Butyl 4-(3-aminobenzyl)piperidine-1-carboxylate (6.09 mmol, 1.77 g) was dissolved in dichloromethane (10 mL). Trifluoroacetic acid (5 mL) was added and the reaction mixture stirred at room temperature for 1 hour. The reaction mixture was concentrated under vacuum and purified by SCX chromatography to afford the intermediate 3-(piperidin-4-ylmethyl)aniline (1.27 g).